Dataset: the Open Reaction Database (ORD), a public repository of structured organic reaction records. Task: describe an organic reaction: reactants, conditions, products, and yield The reactants are C(=O)(OC(C)(C)C)N1[C@@H](CCC1)COC=1C=NC(=C(C1)Br)Cl (3-(1-BOC-2-(S)-pyrrolidinylmethoxy)-5-bromo-6-chloropyridine), S1C(=CC=C1)B(O)O (2-thienylboronic acid), C(=O)([O-])[O-].[Na+].[Na+] (Na2CO3), Pd(0). Run in C1(=CC=CC=C1)C (toluene). The product is C(=O)(OC(C)(C)C)N1[C@@H](CCC1)COC=1C=NC(=C(C1)C=1SC=CC1)Cl (3-(1-BOC-2-(S)-pyrrolidinylmethoxy)-6-chloro-5-(2-thienyl)pyridine). The yield is 22.7%. Reaction SMILES: [C:1]([N:8]1[CH2:12][CH2:11][CH2:10][C@H:9]1[CH2:13][O:14][C:15]1[CH:16]=[N:17][C:18]([Cl:22])=[C:19](Br)[CH:20]=1)([O:3][C:4]([CH3:7])([CH3:6])[CH3:5])=[O:2].[S:23]1[CH:27]=[CH:26][CH:25]=[C:24]1B(O)O.C([O-])([O-])=O.[Na+].[Na+]>C1(C)C=CC=CC=1>[C:1]([N:8]1[CH2:12][CH2:11][CH2:10][C@H:9]1[CH2:13][O:14][C:15]1[CH:16]=[N:17][C:18]([Cl:22])=[C:19]([C:24]2[S:23][CH:27]=[CH:26][CH:25]=2)[CH:20]=1)([O:3][C:4]([CH3:7])([CH3:6])[CH3:5])=[O:2] |f:2.3.4|. Reported procedure: A mixture of 3-(1-BOC-2-(S)-pyrrolidinylmethoxy)-5-bromo-6-chloropyridine from Example 69a (1.5 g, 3.8 mmol), 2-thienylboronic acid (1.46 g, 11.5 mmol), 2 M Na2CO3 (5 mL) and Pd(0) (190 mg) were mixed together in toluene (20 mL), and the mixture was heated at reflux for 48 h. The mixture was cooled and extracted with EtOAc The EtOAc was removed under reduced pressure, and the residue was chromatographed (silica gel; hexane/EtOAc, 4: 1) to afford the title compound (340 mg, 32% yield): 1H NMR (CD...